Task: describe an organic reaction: reactants, conditions, products, and yield. Dataset: the Open Reaction Database (ORD), a public repository of structured organic reaction records Reactants: C(C(C)(C)C)OC(N(C)C)OCC(C)(C)C (N,N-Dimethylformamide dineopentyl acetal), ClC=1C=NC(NC1)=O (5-chloropyrimidin-2-one), OCC=1SC=CC1C (2-hydroxymethyl-3-methylthiophene). Solvent: CN(C=O)C (N,N-dimethylformamide). Reaction conditions: temperature 90 celsius. The product is ClC=1C=NC(N(C1)CC=1SC=CC1C)=O (5-Chloro-1-(3-methylthien-2-ylmethyl)pyrimidin-2-one). The yield is 28.9%. RXN SMILES: C(OC(OCC(C)(C)C)N(C)C)C(C)(C)C.[Cl:17][C:18]1[CH:19]=[N:20][C:21](=[O:24])[NH:22][CH:23]=1.O[CH2:26][C:27]1[S:28][CH:29]=[CH:30][C:31]=1[CH3:32]>CN(C)C=O>[Cl:17][C:18]1[CH:19]=[N:20][C:21](=[O:24])[N:22]([CH2:26][C:27]2[S:28][CH:29]=[CH:30][C:31]=2[CH3:32])[CH:23]=1. Procedure: N,N-Dimethylformamide dineopentyl acetal (2.70 ml) was added to a stirred suspension of 5-chloropyrimidin-2-one (783 mg) and 2-hydroxymethyl-3-methylthiophene (1.077 g) in dry N,N-dimethylformamide (15 ml) under nitrogen. The resulting solution was then heated at 90° C. under nitrogen. After 0.5 h the reaction mixture was evaporated to a dark brown crystalline solid (1.812 g). The solid was subjected to column chromatography on silica (70-230 mesh) (180 g) developing with chloroform-ethanol, 29:... Reactants: N#CCc1ccc(N)cc1, Cc1ccccc1C, COC(=O)Cc1ccccn1. Product: N#CCc1ccc(NC(=O)Cc2ccccn2)cc1. Reaction SMILES: [NH2:12][c:13]1[cH:14][cH:15][c:16]([CH2:17][C:18]#[N:19])[cH:20][cH:21]1.[c:22]1([CH3:23])[c:24]([CH3:25])[cH:26][cH:27][cH:28][cH:29]1.[n:1]1[c:2]([CH2:7][C:8]([O:10][CH3:9])=[O:11])[cH:3][cH:4][cH:5][cH:6]1>>[n:1]1[c:2]([CH2:7][C:8](=[O:10])[NH:12][c:13]2[cH:14][cH:15][c:16]([CH2:17][C:18]#[N:19])[cH:20][cH:21]2)[cH:3][cH:4][cH:5][cH:6]1. Reactants: C(C)(C)(C)[C@H]1[C@H](OCOC1)OC.[N+](=O)([O-])CCCCCCC(=O)[O-] (cis-t-butyl-2-methoxy-3,5-dioxane 7-nitro-heptanoate), CO (MeOH), N (ammonia). Reagents/catalysts: [Pd] (Pd/C). Solvent: C1CCOC1 (THF). Product: C(C)(C)(C)[C@H]1[C@H](OCOC1)OC.NCCCCCCC(=O)[O-] (cis-t-butyl-2-methoxy-3,5-dioxane 7-amino-heptanoate). Isolated yield 76.4%. As a reaction SMILES: [C:1]([C@@H:5]1[CH2:10][O:9][CH2:8][O:7][C@@H:6]1[O:11][CH3:12])([CH3:4])([CH3:3])[CH3:2].[N+:13]([CH2:16][CH2:17][CH2:18][CH2:19][CH2:20][CH2:21][C:22]([O-:24])=[O:23])([O-])=O.CO.N>[Pd].C1COCC1>[C:1]([C@@H:5]1[CH2:10][O:9][CH2:8][O:7][C@@H:6]1[O:11][CH3:12])([CH3:4])([CH3:2])[CH3:3].[NH2:13][CH2:16][CH2:17][CH2:18][CH2:19][CH2:20][CH2:21][C:22]([O-:24])=[O:23] |f:0.1,6.7|. Procedure: 5 g (18.2 mmol) of the cis-t-butyl-2-methoxy-3,5-dioxane-7-nitro-heptanoate obtained in Example 1 was added to a mixture solvent of 50 mL of MeOH and 50 mL of THF saturated with ammonia. Hydrogenation was performed for 6 hours at room temperature in the presence of 10% Pd/C catalyst. 4.43 g (88.6%) of the target compound was obtained as colorless oil. The reactants are C1C(OCCC12CCCCC2)=O (3-oxaspiro[5.5]undecan-2-one), Br.C(C)(=O)O (hydrogen bromide acetic acid). Run in O (Water). Reaction conditions: time 48 hour. Yields the product BrCCC1(CCCCC1)CC(=O)O (1-(2-Bromoethyl)cyclohexylacetic acid). RXN SMILES: [CH2:1]1[C:6]2([CH2:11][CH2:10][CH2:9][CH2:8][CH2:7]2)[CH2:5][CH2:4][O:3][C:2]1=[O:12].[BrH:13].C(O)(=O)C>O>[Br:13][CH2:4][CH2:5][C:6]1([CH2:1][C:2]([OH:3])=[O:12])[CH2:11][CH2:10][CH2:9][CH2:8][CH2:7]1 |f:1.2|. Procedure: To 3-oxaspiro[5.5]undecan-2-one (16.9 g)was added a 30% hydrogen bromide/acetic acid solution (75 mL). The reaction solution was stirred at room temperature for 48 hours. Water was added to the solution, and the crystals thus separated were recovered by filtration and washed with water. The resulting crystals were dissolved in ethyl acetate, and the solution was dried over anhydrous magnesium sulfate and filtered. The filtrate was then concentrated under reduced pressure to give crude crystals. ... The reactants are C1(=CC=CC=C1)C(CC1=CN(C2=NC=C(N=C21)C2=CC(=C(C(=C2)OC)OC)OC)S(=O)(=O)C2=CC=C(C=C2)C)=O (1-Phenyl-2-[5-(toluene-4-sulfonyl)-2-(3,4,5-trimethoxy-phenyl)-5H-pyrrolo[2,3-b]pyrazin-7-yl]-ethanone), C1CCOC1 (THF), [OH-].[K+] (potassium hydroxide). Run in CO (methanol). Run at temperature 40 celsius. The product is C1(=CC=CC=C1)C(C(=O)C1=CNC2=NC=C(N=C21)C2=CC(=C(C(=C2)OC)OC)OC)=O (1-phenyl-2-[2-(3,4,5-trimethoxy-phenyl)-5H-pyrrolo[2,3-b]pyrazin-7-yl]-ethane-1,2-dione). RXN SMILES: [C:1]1([C:7](=[O:40])[CH2:8][C:9]2[C:17]3[C:12](=[N:13][CH:14]=[C:15]([C:18]4[CH:23]=[C:22]([O:24][CH3:25])[C:21]([O:26][CH3:27])=[C:20]([O:28][CH3:29])[CH:19]=4)[N:16]=3)[N:11](S(C3C=CC(C)=CC=3)(=O)=O)[CH:10]=2)[CH:6]=[CH:5][CH:4]=[CH:3][CH:2]=1.C1C[O:44]CC1.[OH-].[K+]>CO>[C:1]1([C:7](=[O:40])[C:8]([C:9]2[C:17]3[C:12](=[N:13][CH:14]=[C:15]([C:18]4[CH:19]=[C:20]([O:28][CH3:29])[C:21]([O:26][CH3:27])=[C:22]([O:24][CH3:25])[CH:23]=4)[N:16]=3)[NH:11][CH:10]=2)=[O:44])[CH:6]=[CH:5][CH:4]=[CH:3][CH:2]=1 |f:2.3|. Procedure: 1-Phenyl-2-[5-(toluene-4-sulfonyl)-2-(3,4,5-trimethoxy-phenyl)-5H-pyrrolo[2,3-b]pyrazin-7-yl]-ethanone (100 mg, 0.18 mmol) was suspended in 4 ml of a 1:1 mixture of THF and methanol and 5N potassium hydroxide (0.180 ml, 0.9 mmol) was added dropwise. The reaction was heated at 40° C. for 2 hours. The solvents were evaporated using a rotary evaporator. Ethyl acetate and 1M hydrochloric acid were added to the residue and the layers were separated. The organic layer was washed with water, dried and ... Starting materials: Cl (HCl), 0.390, C(C)OC(=O)C1N(CCN(C1)C)S(=O)(=O)C1=CC=C(C=C1)F (1-(4-Fluoro-benzenesulfonyl)-4-methyl-piperazine-2-carboxylic acid ethyl ester), [OH-].[Na+] (sodium hydroxide). Run in CO.C1CCOC1 (methanol THF). Run at time 15 hour. Product: FC1=CC=C(C=C1)S(=O)(=O)N1C(CN(CC1)C)C(=O)O (4-Fluoro-benzenesulfonyl-4-methyl-piperazine-2-carboxylic acid). The yield is 74.0%. Reaction SMILES: C([O:3][C:4]([CH:6]1[CH2:11][N:10]([CH3:12])[CH2:9][CH2:8][N:7]1[S:13]([C:16]1[CH:21]=[CH:20][C:19]([F:22])=[CH:18][CH:17]=1)(=[O:15])=[O:14])=[O:5])C.[OH-].[Na+].Cl>CO.C1COCC1>[F:22][C:19]1[CH:20]=[CH:21][C:16]([S:13]([N:7]2[CH2:8][CH2:9][N:10]([CH3:12])[CH2:11][CH:6]2[C:4]([OH:5])=[O:3])(=[O:14])=[O:15])=[CH:17][CH:18]=1 |f:1.2,4.5|. Procedure details: To a solution of 0.390 (1.182 mmol) of the product of Example 53 dissolved in 12 mL of methanol/THF (1:1) was added 5.9 mmol of 1.0N sodium hydroxide solution and the resulting mixture was stirred for 15 h at room temperature. The reaction was then brought to pH 6 with 5% HCl and extracted with dichloromethane. The organics were dried over Na2SO4, filtered and concentrated in vacuo to provide 0.265 g (74%) of the carboxylic acid as a pale yellow solid. Electrospray Mass Spec: 302.9 (M+H)+ The product is I.CSC(NC1=CC=CC=C1)=NC1=CC=CC=C1 (2-Methyl-1,3-diphenyl-2-thiopseudourea hydriodide). Procedure details: A mixture of 22.8 gm. (0.1 mole) of thiocarbanilide and 17 gm. (0.12 mole) of methyl iodide in 400 ml. of ethanol is heated at reflux for 6 hours. The solvent is evaporated and residue is crystallized from ethyl acetate; 29 gm. (78%), m.p. 155°-156°. Starting materials: C1=CC=C(C=C1)NC(=S)NC2=CC=CC=C2 (thiocarbanilide), CI (methyl iodide). RXN SMILES: [CH:1]1[CH:6]=[CH:5][C:4]([NH:7][C:8]([NH:10][C:11]2[CH:16]=[CH:15][CH:14]=[CH:13][CH:12]=2)=[S:9])=[CH:3][CH:2]=1.[CH3:17][I:18]>C(O)C>[IH:18].[CH3:17][S:9][C:8](=[N:7][C:4]1[CH:3]=[CH:2][CH:1]=[CH:6][CH:5]=1)[NH:10][C:11]1[CH:16]=[CH:15][CH:14]=[CH:13][CH:12]=1 |f:3.4|. Run in C(C)O (ethanol). Starting materials: C(C)(C)(C)OC(N[C@H]1C2=C(C3=C(NC1=O)C=CC=C3)C=CC=C2)=O (((S)-6-oxo-6,7-dihydro-5H-dibenzo[b,d]azepin-7-yl)-carbamic acid tert-butyl ester), BrCCOC(C)C (2-(2-bromo-ethoxy)-propane), example 1a. The product is C(C)(C)(C)OC(N[C@H]1C2=C(C3=C(N(C1=O)CCOC(C)C)C=CC=C3)C=CC=C2)=O ([(S)-5-(2-Isopropoxy-ethyl)-6-oxo-6,7-dihydro-5H-dibenzo[b,d]azepin-7-yl]-carbamic acid tert-butyl ester). Reaction SMILES: [C:1]([O:5][C:6](=[O:24])[NH:7][C@@H:8]1[C:14](=[O:15])[NH:13][C:12]2[CH:16]=[CH:17][CH:18]=[CH:19][C:11]=2[C:10]2[CH:20]=[CH:21][CH:22]=[CH:23][C:9]1=2)([CH3:4])([CH3:3])[CH3:2].Br[CH2:26][CH2:27][O:28][CH:29]([CH3:31])[CH3:30]>>[C:1]([O:5][C:6](=[O:24])[NH:7][C@@H:8]1[C:14](=[O:15])[N:13]([CH2:26][CH2:27][O:28][CH:29]([CH3:31])[CH3:30])[C:12]2[CH:16]=[CH:17][CH:18]=[CH:19][C:11]=2[C:10]2[CH:20]=[CH:21][CH:22]=[CH:23][C:9]1=2)([CH3:4])([CH3:2])[CH3:3]. Reported procedure: Using ((S)-6-oxo-6,7-dihydro-5H-dibenzo[b,d]azepin-7-yl)-carbamic acid tert-butyl ester and 2-(2-bromo-ethoxy)-propane, the title product was prepared in the same manner as described for example 1a (69%). Pink, viscous oil. MS: m/e=411(M+H+). The reactants are C(C1=CC=CC=C1)OC=1C=C(C=2OC3=CC(=CC=C3C(C2)=O)OCC2CO2)C=C(C1)OCC1=CC=CC=C1 (3′,5′-dibenzyloxy-7-(2,3-epoxy-propoxy)-flavone), C(C1=CC=CC=C1)OC=1C=C(C=2OC3=CC(=CC=C3C(C2)=O)OCC2CO2)C=C(C1)OCC1=CC=CC=C1 (3′,5′-Dibenzyloxy-7-(2,3-epoxy-propoxy)-flavone), C(C)(C)(C)N (tert-butyl amine). Run in CO (methanol). Yields the product C(C)(C)(C)NCC(COC1=CC=C2C(C=C(OC2=C1)C1=CC(=CC(=C1)OCC1=CC=CC=C1)OCC1=CC=CC=C1)=O)O (7-(3-tert-Butylamino-2-hydroxy-propoxy)-3′,5′-dibenzyloxy-flavone). RXN SMILES: [CH2:1]([O:8][C:9]1[CH:10]=[C:11]([CH:28]=[C:29]([O:31][CH2:32][C:33]2[CH:38]=[CH:37][CH:36]=[CH:35][CH:34]=2)[CH:30]=1)[C:12]1[O:13][C:14]2[C:19]([C:20](=[O:22])[CH:21]=1)=[CH:18][CH:17]=[C:16]([O:23][CH2:24][CH:25]1[O:27][CH2:26]1)[CH:15]=2)[C:2]1[CH:7]=[CH:6][CH:5]=[CH:4][CH:3]=1.[C:39]([NH2:43])([CH3:42])([CH3:41])[CH3:40]>CO>[C:39]([NH:43][CH2:26][CH:25]([OH:27])[CH2:24][O:23][C:16]1[CH:15]=[C:14]2[C:19]([C:20](=[O:22])[CH:21]=[C:12]([C:11]3[CH:28]=[C:29]([O:31][CH2:32][C:33]4[CH:34]=[CH:35][CH:36]=[CH:37][CH:38]=4)[CH:30]=[C:9]([O:8][CH2:1][C:2]4[CH:7]=[CH:6][CH:5]=[CH:4][CH:3]=4)[CH:10]=3)[O:13]2)=[CH:18][CH:17]=1)([CH3:42])([CH3:41])[CH3:40]. Reported procedure: A solution of 3′,5′-dibenzyloxy-7-(2,3-epoxy-propoxy)-flavone, 28 (2.5 g, 4.9 mmol) and tert-butyl amine (1.05 mL, 9.8 mmol) in dry methanol (150 mL) was stirred at reflux for 6 h. Reaction mixture was concentrated on rotavapor and crude product purified by column chromatography to afford 34. Yield 2.6 g (93%); mp 170-171° C.; MS (FAB) 580 (M++1); IR (KBr) 3428, 1648; 1H NMR (200 MHz, CDCl3) δ 8.02 (d, J=8.8 Hz, 1H), 7.59-7.33 (m, 10H), 7.13 (d, J=1.9 Hz, 2H), 7.07 (s, 1H), 7.01 (dd, J=9.8 Hz, 2... Starting materials: BrC1=CC=C2C(=NN(C2=C1)C1=NC(=NC=C1)N)CN1CCOCC1 (4-[6-bromo-3-(morpholin-4-ylmethyl)-1H-indazol-1-yl]pyrimidin-2-amine), CC(C)(C#C)O (2-methyl-but-3-yn-2-ol), S1C(=NC=C1)C(C)(C#C)O (2-(1,3-thiazol-2-yl)but-3-yn-2-ol). Reaction conditions: time 1.5 hour. Product: NC1=NC=CC(=N1)N1N=C(C2=CC=C(C=C12)C#CC(C)(O)C=1SC=CN1)CN1CCOCC1 (4-[1-(2-aminopyrimidin-4-yl)-3-(morpholin-4-ylmethyl)-1H-indazol-6-yl]-2-(1,3-thiazol-2-yl)but-3-yn-2-ol). RXN SMILES: Br[C:2]1[CH:10]=[C:9]2[C:5]([C:6]([CH2:18][N:19]3[CH2:24][CH2:23][O:22][CH2:21][CH2:20]3)=[N:7][N:8]2[C:11]2[CH:16]=[CH:15][N:14]=[C:13]([NH2:17])[N:12]=2)=[CH:4][CH:3]=1.CC(O)(C#C)C.[S:31]1[CH:35]=[CH:34][N:33]=[C:32]1[C:36]([OH:40])([C:38]#[CH:39])[CH3:37]>>[NH2:17][C:13]1[N:12]=[C:11]([N:8]2[C:9]3[C:5](=[CH:4][CH:3]=[C:2]([C:39]#[C:38][C:36]([C:32]4[S:31][CH:35]=[CH:34][N:33]=4)([OH:40])[CH3:37])[CH:10]=3)[C:6]([CH2:18][N:19]3[CH2:24][CH2:23][O:22][CH2:21][CH2:20]3)=[N:7]2)[CH:16]=[CH:15][N:14]=1. Procedure details: The title compound was prepared by the procedure described in Example 6-c by substituting 4-{6-bromo-3-[(dimethylamino)methyl]-1H-indazol-1-yl}pyrimidin-2-amine with 4-[6-bromo-3-(morpholin-4-ylmethyl)-1H-indazol-1-yl]pyrimidin-2-amine and 2-methyl-but-3-yn-2-ol with 2-(1,3-thiazol-2-yl)but-3-yn-2-ol. The reaction was carried out at 60° C. for 1.5 hr. Title compound was obtained: 1H NMR (500 MHz, DMSO) δ 1.93 (3H, s), 2.45 (4H, br. s.), 3.55-3.57 (4H, m), 3.88 (2H, s), 6.98 (2H, br. s.), 7.05 (1...